describe an organic reaction: reactants, conditions, products, and yield From a dataset of the Open Reaction Database (ORD), a public repository of structured organic reaction records. The reactants are CC(=O)Oc1ccc(C(=O)O)cc1, NOCc1ccccc1, CN(C)C=O, ClCCl, Cl, [Na+], O=C([O-])O, C1CCOC1. The product is CC(=O)Oc1ccc(C(=O)NOCc2ccccc2)cc1. As a reaction SMILES: [C:1]([CH3:2])(=[O:3])[O:4][c:5]1[cH:6][cH:7][c:8]([C:9](=[O:10])[OH:11])[cH:12][cH:13]1.[CH2:23]([c:24]1[cH:25][cH:26][cH:27][cH:28][cH:29]1)[O:30][NH2:31].[CH3:32][N:33]([CH3:34])[CH:35]=[O:36].[Cl:14][CH2:15][Cl:16].[ClH:22].[Na+:21].[O-:17][C:18]([OH:19])=[O:20].[O:37]1[CH2:38][CH2:39][CH2:40][CH2:41]1>>[C:1]([CH3:2])(=[O:3])[O:4][c:5]1[cH:6][cH:7][c:8]([C:9](=[O:11])[NH:31][O:30][CH2:23][c:24]2[cH:25][cH:26][cH:27][cH:28][cH:29]2)[cH:12][cH:13]1. The reactants are 6, BrC(C(=O)O)CCCC (bromohexanoic acid), C(C(=O)Cl)(=O)Cl (oxalyl chloride). Solvent: CN(C=O)C (dimethylformamide). The product is BrCCCCCC(=O)Cl (bromohexanoyl chloride). Reaction SMILES: [Br:1][CH:2]([CH2:6][CH2:7][CH2:8]C)C(O)=O.[C:10](Cl)(=O)[C:11]([Cl:13])=[O:12]>CN(C)C=O>[Br:1][CH2:2][CH2:6][CH2:7][CH2:8][CH2:10][C:11]([Cl:13])=[O:12]. Procedure details: 58.5 g of (0.3 moles) of 6 bromohexanoic acid and 85 ml of oxalyl chloride are placed in a 250-ml flask with a magnetic agitator. The mixture is agitated and 1 milliliter of dimethylformamide (DMF) is added. Starting materials: [OH-].[Na+] (NaOH), C(C)(C)(C)[Si](OCC(C)(O)C=1N(C2=CC(=C(C=C2C1)C#N)C(F)(F)F)S(=O)(=O)C)(C)C (2-[2-(tert-butyl-dimethyl-silanyloxy)-1-hydroxy-1-methyl-ethyl]-1-methanesulfonyl-6-trifluoromethyl-1H-indole-5-carbonitrile), Cl (HCl). The solvent is O (water), CO (methanol). Reaction conditions: temperature 50 celsius, time 8 hour. Yields the product OC(CO)(C)C=1NC2=CC(=C(C=C2C1)C#N)C(F)(F)F (2-(1,2-Dihydroxy-1-methyl-ethyl)-6-trifluoromethyl-1H-indole-5-carbonitrile). As a reaction SMILES: C([Si](C)(C)[O:6][CH2:7][C:8]([C:11]1[N:12](S(C)(=O)=O)[C:13]2[C:18]([CH:19]=1)=[CH:17][C:16]([C:20]#[N:21])=[C:15]([C:22]([F:25])([F:24])[F:23])[CH:14]=2)([OH:10])[CH3:9])(C)(C)C.[OH-].[Na+].Cl>CO.O>[OH:10][C:8]([C:11]1[NH:12][C:13]2[C:18]([CH:19]=1)=[CH:17][C:16]([C:20]#[N:21])=[C:15]([C:22]([F:25])([F:23])[F:24])[CH:14]=2)([CH3:9])[CH2:7][OH:6] |f:1.2|. Procedure: To a suspension of 2-[2-(tert-butyl-dimethyl-silanyloxy)-1-hydroxy-1-methyl-ethyl]-1-methanesulfonyl-6-trifluoromethyl-1H-indole-5-carbonitrile (9.22 g, 0.01935 mole) in methanol (150 mL), a solution of NaOH (4.64 g 0.1161 mole) in water (25 mL) was added. The resulting mixture was heated in an oil-bath at 50° C. for 4 hr and then stirred at room temperature overnight. To the reaction mixture was then added 1 N HCl until the pH was 3. The aqueous mixture was extracted with EtOAc, the organic lay... The reactants are CCCC[Sn](CCCC)(CCCC)c1cnccn1, [Cs+], [Cu]I, [F-], Cc1ccc(I)c(C(=O)N2CC(COc3ccc(F)cn3)CCC2C)c1, CN(C)C=O. Product: Cc1ccc(-c2cnccn2)c(C(=O)N2CC(COc3ccc(F)cn3)CCC2C)c1. As a reaction SMILES: [CH2:27]([Sn:28]([CH2:29][CH2:30][CH2:31][CH3:38])([c:32]1[n:33][cH:34][cH:35][n:36][cH:37]1)[CH2:39][CH2:40][CH2:41][CH3:42])[CH2:43][CH2:44][CH3:45].[Cs+:47].[Cu:53][I:54].[F-:46].[F:1][c:2]1[cH:3][cH:4][c:5]([O:8][CH2:9][CH:10]2[CH2:11][N:12]([C:17]([c:18]3[c:19]([I:25])[cH:20][cH:21][c:22]([CH3:24])[cH:23]3)=[O:26])[CH:13]([CH3:16])[CH2:14][CH2:15]2)[n:6][cH:7]1.[O:48]=[CH:49][N:50]([CH3:51])[CH3:52]>>[F:1][c:2]1[cH:3][cH:4][c:5]([O:8][CH2:9][CH:10]2[CH2:11][N:12]([C:17]([c:18]3[c:19](-[c:32]4[n:33][cH:34][cH:35][n:36][cH:37]4)[cH:20][cH:21][c:22]([CH3:24])[cH:23]3)=[O:26])[CH:13]([CH3:16])[CH2:14][CH2:15]2)[n:6][cH:7]1.